This data is from the Open Reaction Database (ORD), a public repository of structured organic reaction records. The task is: describe an organic reaction: reactants, conditions, products, and yield Starting materials: Intermediate 5, O.C1(=CC=C(C=C1)S(=O)(=O)O)C (p-Toluenesulfonic acid monohydrate), isobutylaldehyde, COC=1C=C(C(=O)C2=C(N=NN2)C(=O)OCC)C=CC1OC (ethyl 5-(3,4-dimethoxybenzoyl)-1H-1,2,3-triazole-4-carboxylate), C(=O)(N1C=NC=C1)N1C=NC=C1 (Carbonyldiimidazole), C(C)(C)O (Isopropyl alcohol), FC(C(=O)O)(F)F (Trifluoroacetic acid). The solvent is C(Cl)Cl (methylene chloride). Run at temperature -20 celsius, time 1 hour. Yields the product COC=1C=C(C(=O)C=2C(=NN(N2)C(C(C)C)OC(=O)OC(C)C)C(=O)OCC)C=CC1OC (Ethyl 5-(3,4-dimethoxybenzoyl)-2-(1-isopropoxycarbonyloxy-2-methylpropyl)-2H-1,2,3-triazole-4-carboxylate). Yield: 93.4%. Reaction SMILES: O.[C:2]1([CH3:12])[CH:7]=CC(S(O)(=O)=O)=C[CH:3]=1.[CH3:13][O:14][C:15]1[CH:16]=[C:17]([CH:30]=[CH:31][C:32]=1[O:33][CH3:34])[C:18]([C:20]1[NH:24][N:23]=[N:22][C:21]=1[C:25]([O:27][CH2:28][CH3:29])=[O:26])=[O:19].C(N1C=CN=C1)(N1C=CN=C1)=O.FC(F)(F)[C:49]([OH:51])=[O:50].[CH:54]([OH:57])([CH3:56])[CH3:55]>C(Cl)Cl>[CH3:13][O:14][C:15]1[CH:16]=[C:17]([CH:30]=[CH:31][C:32]=1[O:33][CH3:34])[C:18]([C:20]1[C:21]([C:25]([O:27][CH2:28][CH3:29])=[O:26])=[N:22][N:23]([CH:7]([O:51][C:49]([O:57][CH:54]([CH3:56])[CH3:55])=[O:50])[CH:2]([CH3:3])[CH3:12])[N:24]=1)=[O:19] |f:0.1|. Procedure: p-Toluenesulfonic acid monohydrate (482 mg, 2.5 mmol) and isobutylaldehyde (3.4 ml, 37 mmol) were added to a solution of ethyl 5-(3,4-dimethoxybenzoyl)-1H-1,2,3-triazole-4-carboxylate (7.7 g, 25 mmol), prepared in the same manner as described above in connection with Intermediate 5, in methylene chloride (115 ml) under an argon atmosphere at −20° C. The mixture was stirred at −20° C. for one hr. Carbonyldiimidazole (6.2 g, 38 mmol) was added thereto, followed by stirred at −20° C. for additional... The reactants are FC(C=1C=C(C=CC1)N(C(=S)N)CC(=C)Cl)(F)F (N-(3-(trifluoromethyl)phenyl)-N-(2-chloro-2-propenyl)thiourea), stannic chloride n-hydrate, C(C(C)C)C(=O)C (methyl isobutyl ketone), Cl (hydrochloric acid), C(O)([O-])=O.[Na+] (sodium hydrogen carbonate). The solvent is O (water). Conditions: temperature 90 celsius, time 7 hour. The product is N=C1SC(=CN1C1=CC(=CC=C1)C(F)(F)F)C (2-imino-3-(3-(trifluoromethyl)phenyl)-5-methyl-4-thiazoline). The yield is 83.8%. RXN SMILES: [F:1][C:2]([F:18])([F:17])[C:3]1[CH:4]=[C:5]([N:9]([CH2:13][C:14](Cl)=[CH2:15])[C:10]([NH2:12])=[S:11])[CH:6]=[CH:7][CH:8]=1.C(C(C)=O)C(C)C.Cl.C(=O)([O-])O.[Na+]>O>[NH:12]=[C:10]1[N:9]([C:5]2[CH:6]=[CH:7][CH:8]=[C:3]([C:2]([F:18])([F:17])[F:1])[CH:4]=2)[CH:13]=[C:14]([CH3:15])[S:11]1 |f:3.4|. Procedure details: N-(3-(trifluoromethyl)phenyl)-N-(2-chloro-2-propenyl)thiourea (1.47 g) and stannic chloride n-hydrate (n=4 to 5) (0.09 g) were added to methyl isobutyl ketone (7.50 g) at room temperature, and the mixture was heated to 90° C. and stirred at the same temperature for 7 hours. After cooling, 35% hydrochloric acid (0.52 g) was added to the reaction mixture with stirring, and the mixture was heated to 90° C. and stirred at the same temperature for 2.5 hours. After cooling, water was added to the reac... Starting materials: CC(=O)OCc1c(C)ccc([N+](=O)[O-])c1C, CO, [Na+], [OH-], O. Yields the product Cc1ccc([N+](=O)[O-])c(C)c1CO. RXN SMILES: [C:1](=[O:2])([CH3:3])[O:4][CH2:5][c:6]1[c:7]([CH3:16])[c:8]([N+:13](=[O:14])[O-:15])[cH:9][cH:10][c:11]1[CH3:12].[CH3:20][OH:21].[Na+:18].[OH-:17].[OH2:19]>>[OH:4][CH2:5][c:6]1[c:7]([CH3:16])[c:8]([N+:13](=[O:14])[O-:15])[cH:9][cH:10][c:11]1[CH3:12]. Starting materials: CCc1cc(OCc2ccccc2)c2cnn(C(C)=O)c2c1, CCc1cc(NC(C)=O)c(C)c(OCc2ccccc2)c1, CCc1cc(OCc2ccccc2)c(C)c([N+](=O)[O-])c1. The product is CC(=O)Nc1cc(C)cc(OCc2ccccc2)c1C. RXN SMILES: [C:42]([n:43]1[c:44]2[c:45]([c:46]([O:47][CH2:48][c:49]3[cH:50][cH:51][cH:52][cH:53][cH:54]3)[cH:55][c:56]([CH2:57][CH3:58])[cH:59]2)[cH:60][n:61]1)(=[O:62])[CH3:63].[CH3:1][c:2]1[c:3]([O:14][CH2:15][c:16]2[cH:17][cH:18][cH:19][cH:20][cH:21]2)[cH:4][c:5]([CH2:12][CH3:13])[cH:6][c:7]1[NH:8][C:9](=[O:10])[CH3:11].[CH3:22][c:23]1[c:24]([N+:25]([O-:26])=[O:27])[cH:28][c:29]([CH2:30][CH3:31])[cH:32][c:33]1[O:34][CH2:35][c:36]1[cH:37][cH:38][cH:39][cH:40][cH:41]1>>[CH3:1][c:2]1[c:3]([O:14][CH2:15][c:16]2[cH:17][cH:18][cH:19][cH:20][cH:21]2)[cH:4][c:5]([CH3:12])[cH:6][c:7]1[NH:8][C:9](=[O:10])[CH3:11]. Starting materials: FC=1C=C(C=CC1)[N+](=O)[O-] (3-fluoronitrobenzene), N1CCNCC1 (piperazine), O (water). The solvent is CN1CCCC1=O (NMP). Conditions: temperature 115 celsius. The product is [N+](=O)([O-])C=1C=C(C=CC1)N1CCNCC1 (1-(3-nitrophenyl)piperazine). Isolated yield 83.0%. As a reaction SMILES: F[C:2]1[CH:3]=[C:4]([N+:8]([O-:10])=[O:9])[CH:5]=[CH:6][CH:7]=1.[NH:11]1[CH2:16][CH2:15][NH:14][CH2:13][CH2:12]1.O>CN1C(=O)CCC1>[N+:8]([C:4]1[CH:3]=[C:2]([N:11]2[CH2:16][CH2:15][NH:14][CH2:13][CH2:12]2)[CH:7]=[CH:6][CH:5]=1)([O-:10])=[O:9]. Procedure: A mixture of 3-fluoronitrobenzene (10.7 ml, 0.1 mol) and piperazine (43 g, 0.5 mol) in anhydrous NMP was heated to 115° C. for 2 days. After cooling the mixture was poured into water (200 ml) and extracted with ethyl acetate (3×50 ml). The combined organic extracts were washed with brine, dried over sodium sulfate and concentrated under reduced pressure. The residue was purified by column-chromatography on silica gel with a mixture of dichloromethane, methanol and aqueous ammonia (90:10:1 v/v/v)... The product is Cl.C(CC)OC([C@@H](N)C)=O (L-Alanine n-propyl ester hydrochloride salt). RXN SMILES: [CH2:1]([OH:4])[CH2:2][CH3:3].S(Cl)([Cl:7])=O.[NH2:9][C@H:10]([C:12](O)=[O:13])[CH3:11]>>[ClH:7].[CH2:1]([O:4][C:12](=[O:13])[C@H:10]([CH3:11])[NH2:9])[CH2:2][CH3:3] |f:3.4|. The yield is 94.6%. Reactants: C(CC)O (propan-1-ol), S(=O)(Cl)Cl (thionyl chloride), N[C@@H](C)C(=O)O (L-alanine). Procedure details: This was synthesised according to Standard Procedure 1, using anhydrous propan-1-ol (42.0 ml, 0.56 mol), thionyl chloride (8.2 ml, 0.112 mol) and L-alanine (5.0 g, 0.056 mol). The product was isolated as a white solid (8.88 g, 94.3%). The reactants are C12C(C3CC(CC(C1)C3)C2)OCC2=CC(=C(C(=O)NS(=O)(=O)C)C=C2Cl)F (4-((adamantan-2-yloxy)methyl)-5-chloro-2-fluoro-N-(methylsulfonyl)benzamide), ClC=1C(=CC(=C(C(=O)NS(=O)(=O)C)C1)F)OCC1CCCCC1 (5-chloro-4-(cyclohexylmethoxy)-2-fluoro-N-(methylsulfonyl)benzamide). The product is C1(CCCCC1)COC1=CC(=C(C(=O)NS(=O)(=O)C)C=C1C1CC1)F (4-(cyclohexylmethoxy)-5-cyclopropyl-2-fluoro-N-(methylsulfonyl)benzamide), solid. The yield is 14.0%. Reaction SMILES: [CH:1]12[CH2:10]C3CC(CC(C3)[CH:2]1OCC1C(Cl)=CC(C(NS(C)(=O)=O)=O)=C(F)C=1)C2.Cl[C:29]1[C:30]([O:43][CH2:44][CH:45]2[CH2:50][CH2:49][CH2:48][CH2:47][CH2:46]2)=[CH:31][C:32]([F:42])=[C:33]([CH:41]=1)[C:34]([NH:36][S:37]([CH3:40])(=[O:39])=[O:38])=[O:35]>>[CH:45]1([CH2:44][O:43][C:30]2[C:29]([CH:10]3[CH2:1][CH2:2]3)=[CH:41][C:33]([C:34]([NH:36][S:37]([CH3:40])(=[O:39])=[O:38])=[O:35])=[C:32]([F:42])[CH:31]=2)[CH2:50][CH2:49][CH2:48][CH2:47][CH2:46]1. Procedure: Following the procedure as described in Example 49 and making variations as required to replace 4-((adamantan-2-yloxy)methyl)-5-chloro-2-fluoro-N-(methylsulfonyl)benzamide with 5-chloro-4-(cyclohexylmethoxy)-2-fluoro-N-(methylsulfonyl)benzamide, the title compound was obtained as a colorless solid (0.19 g, 14%): 1H NMR (300 MHz, CDCl3) δ8.77-8.66 (m, 1H), 7.61-7.52 (m, 1H), 6.62-6.52 (m, 1H), 3.86-3.78 (m, 2H), 3.41 (s, 3H), 2.12-1.99 (m, 1H), 1.95-1.66 (m, 6H), 1.40-1.03 (m, 5H), 0.99-0.89 (m, ... The reactants are CC(=O)NCCc1ccccc1, ClCCl, O=S(=O)(O)Cl, O. The product is CC(=O)NCCc1ccc(S(=O)(=O)Cl)cc1. As a reaction SMILES: [CH2:6]([CH2:7][c:8]1[cH:9][cH:10][cH:11][cH:12][cH:13]1)[NH:14][C:15]([CH3:16])=[O:17].[Cl:18][CH2:19][Cl:20].[Cl:1][S:2](=[O:3])(=[O:4])[OH:5].[OH2:21]>>[Cl:1][S:2](=[O:3])(=[O:5])[c:11]1[cH:10][cH:9][c:8]([CH2:7][CH2:6][NH:14][C:15]([CH3:16])=[O:17])[cH:13][cH:12]1. Reactants: ClC=1N=NC(=CC1)Cl (3,6-dichloropyridazine), C1(=CC=CC=C1)O (phenol), C([O-])([O-])=O.[K+].[K+] (potassium carbonate), Cl (hydrochloric acid). Reagents/catalysts: [Cu]I (copper(I) iodide). Solvent: CS(=O)C (dimethylsulfoxide). Conditions: temperature 90 celsius. The product is ethyl acetate hexanes, ClC=1N=NC(=CC1)OC1=CC=CC=C1 (3-chloro-6-phenoxy-pyridazine). The yield is 93.5%. Reaction SMILES: [Cl:1][C:2]1[N:3]=[N:4][C:5](Cl)=[CH:6][CH:7]=1.[C:9]1([OH:15])[CH:14]=[CH:13][CH:12]=[CH:11][CH:10]=1.C(=O)([O-])[O-].[K+].[K+].Cl>CS(C)=O.[Cu]I>[Cl:1][C:2]1[N:3]=[N:4][C:5]([O:15][C:9]2[CH:14]=[CH:13][CH:12]=[CH:11][CH:10]=2)=[CH:6][CH:7]=1 |f:2.3.4|. Reported procedure: A mixture of 3,6-dichloropyridazine (1.0 g, 5.23 mmol), phenol (0.50 g, 5.31 mmol), potassium carbonate (2.90 g, 20.98 mmol), and copper(I) iodide (0.59 g, 3.09 mmol) in dimethylsulfoxide (3.6 mL, 1.45 M) was heated to 90° C. overnight. After this time, the reaction was cooled to 25° C. and then poured into a 2N aqueous hydrochloric acid solution (75 mL) rinsing with water. The resulting mixture was filtered through filter paper and diluted with a saturated aqueous sodium chloride solution follo... Reactants: ice water, C1(=CC=C(C=C1)S(=O)(=O)Cl)C (p-toluenesulfonyl chloride), ON=C1CC(OC2=C1C=CC=C2)C2=CC=CC=C2 (2,3-dihydro-4-(hydroxyimino)-2-phenyl-4H-1-benzopyran). The solvent is N1=CC=CC=C1 (pyridine), N1=CC=CC=C1 (pyridine). Reaction conditions: time 20 hour. Yields the product CC1=CC=C(C=C1)S(=O)(=O)ON=C1CC(OC2=C1C=CC=C2)C2=CC=CC=C2 (2,3-Dihydro-4-[(4-methylphenyl)sulfonyloximino]-2-phenyl-4H-1-benzopyran). RXN SMILES: [C:1]1([CH3:11])[CH:6]=[CH:5][C:4]([S:7](Cl)(=[O:9])=[O:8])=[CH:3][CH:2]=1.[OH:12][N:13]=[C:14]1[C:19]2[CH:20]=[CH:21][CH:22]=[CH:23][C:18]=2[O:17][CH:16]([C:24]2[CH:29]=[CH:28][CH:27]=[CH:26][CH:25]=2)[CH2:15]1>N1C=CC=CC=1>[CH3:11][C:1]1[CH:6]=[CH:5][C:4]([S:7]([O:12][N:13]=[C:14]2[C:19]3[CH:20]=[CH:21][CH:22]=[CH:23][C:18]=3[O:17][CH:16]([C:24]3[CH:29]=[CH:28][CH:27]=[CH:26][CH:25]=3)[CH2:15]2)(=[O:9])=[O:8])=[CH:3][CH:2]=1. Procedure details: A solution of p-toluenesulfonyl chloride (83 g) in 125 ml pyridine was added dropwise at 5°-10° to 2,3-dihydro-4-(hydroxyimino)-2-phenyl-4H-1-benzopyran (52 g) in 230 ml pyridine. The reaction mixture was then stirred for 20 hours at room temperature, poured into ice-water to separate out the title compound, which was filtered, washed several times with water, then once with ether, and finally dried in air. Yield: 85.5 g; m.p. 141°-143°.